Task: describe an organic reaction: reactants, conditions, products, and yield. Dataset: the Open Reaction Database (ORD), a public repository of structured organic reaction records RXN SMILES: [C:1]([O:2][C:3](=[O:4])[N:8]1[CH2:9][CH:10]([CH2:14][NH:15][C:16](=[O:17])[c:18]2[n:19][n:20][n:21](-[c:23]3[c:24]([CH3:49])[cH:25][cH:26][c:27]([C:29]([NH:30][c:31]4[c:32]([O:46][CH3:47])[c:33]([NH:41][S:42](=[O:43])(=[O:44])[CH3:45])[cH:34][c:35]([C:37]([CH3:38])([CH3:39])[CH3:40])[cH:36]4)=[O:48])[cH:28]3)[cH:22]2)[CH2:11][CH2:12][CH2:13]1)([CH3:5])([CH3:6])[CH3:7].[CH3:51][OH:52].[Cl:53][CH2:54][Cl:55].[ClH:50].[O:56]1[CH2:57][CH2:58][O:59][CH2:60][CH2:61]1>>[NH:8]1[CH2:9][CH:10]([CH2:14][NH:15][C:16](=[O:17])[c:18]2[n:19][n:20][n:21](-[c:23]3[c:24]([CH3:49])[cH:25][cH:26][c:27]([C:29]([NH:30][c:31]4[c:32]([O:46][CH3:47])[c:33]([NH:41][S:42](=[O:43])(=[O:44])[CH3:45])[cH:34][c:35]([C:37]([CH3:38])([CH3:39])[CH3:40])[cH:36]4)=[O:48])[cH:28]3)[cH:22]2)[CH2:11][CH2:12][CH2:13]1. Starting materials: COc1c(NC(=O)c2ccc(C)c(-n3cc(C(=O)NCC4CCCN(C(=O)OC(C)(C)C)C4)nn3)c2)cc(C(C)(C)C)cc1NS(C)(=O)=O, CO, ClCCl, Cl, C1COCCO1. Yields the product COc1c(NC(=O)c2ccc(C)c(-n3cc(C(=O)NCC4CCCNC4)nn3)c2)cc(C(C)(C)C)cc1NS(C)(=O)=O. Reported procedure: 3-{4-(4-Methylphenylmethoxy)-3-{3-[4-(2-methoxyphenyl) piperazin-1-yl]propoxy}benzoyl}indole (0.12 g) obtained in Step 4 was dissolved in N,N-dimethylformamide (2 ml). 4-Bromoethylbutyrate (52 mg) and potassium carbonate (33 mg) were added to the resultant solution and stirred for 3 hours at 60° C. Water was added to the reaction mixture, followed by extraction with ethyl acetate. The resultant extract was washed with brine and then dried. The solvent was distilled off. The residue was purified ... Run at temperature 60 celsius, time 3 hour. RXN SMILES: [CH3:1][C:2]1[CH:7]=[CH:6][C:5]([CH2:8][O:9][C:10]2[CH:26]=[CH:25][C:13]([C:14]([C:16]3[C:24]4[C:19](=[CH:20][CH:21]=[CH:22][CH:23]=4)[NH:18][CH:17]=3)=[O:15])=[CH:12][C:11]=2[O:27][CH2:28][CH2:29][CH2:30][N:31]2[CH2:36][CH2:35][N:34]([C:37]3[CH:42]=[CH:41][CH:40]=[CH:39][C:38]=3[O:43][CH3:44])[CH2:33][CH2:32]2)=[CH:4][CH:3]=1.BrCC[CH2:48][CH2:49][CH2:50][C:51]([O-])=[O:52].[C:54](=O)([O-])[O-].[K+].[K+].O.CN(C)[CH:63]=[O:64]>>[CH3:1][C:2]1[CH:7]=[CH:6][C:5]([CH2:8][O:9][C:10]2[CH:26]=[CH:25][C:13]([C:14]([C:16]3[C:24]4[C:19](=[CH:20][CH:21]=[CH:22][CH:23]=4)[N:18]([CH2:48][CH2:49][CH2:50][C:51]([O:64][CH2:63][CH3:54])=[O:52])[CH:17]=3)=[O:15])=[CH:12][C:11]=2[O:27][CH2:28][CH2:29][CH2:30][N:31]2[CH2:36][CH2:35][N:34]([C:37]3[CH:42]=[CH:41][CH:40]=[CH:39][C:38]=3[O:43][CH3:44])[CH2:33][CH2:32]2)=[CH:4][CH:3]=1 |f:2.3.4|. Starting materials: BrCCCCCC(=O)[O-] (4-Bromoethylbutyrate), C([O-])([O-])=O.[K+].[K+] (potassium carbonate), resultant solution, O (Water), CC1=CC=C(C=C1)COC1=C(C=C(C(=O)C2=CNC3=CC=CC=C23)C=C1)OCCCN1CCN(CC1)C1=C(C=CC=C1)OC (3-{4-(4-Methylphenylmethoxy)-3-{3-[4-(2-methoxyphenyl) piperazin-1-yl]propoxy}benzoyl}indole), CN(C=O)C (N,N-dimethylformamide). Product: CC1=CC=C(C=C1)COC1=C(C=C(C(=O)C2=CN(C3=CC=CC=C23)CCCC(=O)OCC)C=C1)OCCCN1CCN(CC1)C1=C(C=CC=C1)OC (ethyl 4-{3-{4-(4-methylphenylmethoxy)-3-{3-[4-(2-methoxyphenyl)piperazin-1-yl]propoxy}benzoyl}-indol-1-yl}butanoate). Reaction SMILES: [C:17]([Si:18]([Cl:19])([CH3:20])[CH3:21])([CH3:22])([CH3:23])[CH3:24].[CH2:57]([N+:58]([CH3:59])([CH3:60])[CH3:61])[c:62]1[cH:63][cH:64][cH:65][cH:66][cH:67]1.[CH3:34][O:35][c:36]1[cH:37][cH:38][c:39]([P:40]2(=[S:43])[S:41][P:42]([c:44]3[cH:45][cH:46][c:47]([O:48][CH3:49])[cH:50][cH:51]3)(=[S:52])[S:53]2)[cH:54][cH:55]1.[CH:25]([N:26]([CH2:27][CH3:28])[CH:29]([CH3:30])[CH3:31])([CH3:32])[CH3:33].[F-:56].[O:68]1[CH2:69][CH2:70][CH2:71][CH2:72]1.[OH:1][c:2]1[c:3]([C:4](=[O:5])[NH2:6])[cH:7][cH:8][c:9]([N:11]2[CH2:12][CH2:13][O:14][CH2:15][CH2:16]2)[cH:10]1>>[OH:1][c:2]1[c:3]([C:4]([NH2:6])=[S:43])[cH:7][cH:8][c:9]([N:11]2[CH2:12][CH2:13][O:14][CH2:15][CH2:16]2)[cH:10]1. Reactants: CC(C)(C)[Si](C)(C)Cl, C[N+](C)(C)Cc1ccccc1, COc1ccc(P2(=S)SP(=S)(c3ccc(OC)cc3)S2)cc1, CCN(C(C)C)C(C)C, [F-], C1CCOC1, NC(=O)c1ccc(N2CCOCC2)cc1O. Product: NC(=S)c1ccc(N2CCOCC2)cc1O. As a reaction SMILES: CN([CH:4]=[C:5]1[C:9](=O)[CH2:8][N:7](C(OC(C)(C)C)=O)[CH2:6]1)C.[O-]CC.[Na+].[F:22][C:23]([F:28])([F:27])[C:24]([NH2:26])=[NH:25]>C(O)C.C(OCC)(=O)C.Cl>[F:22][C:23]([F:28])([F:27])[C:24]1[N:26]=[CH:4][C:5]2[CH2:6][NH:7][CH2:8][C:9]=2[N:25]=1 |f:1.2|. The solvent is C(C)(=O)OCC (ethyl acetate), C(C)O (ethanol), Cl (hydrogen chloride). Reactants: CN(C)C=C1CN(CC1=O)C(=O)OC(C)(C)C (tert-Butyl 3-[(dimethylamino)methylene]-4-oxopyrrolidine-1-carboxylate), [O-]CC.[Na+] (sodium ethoxide), FC(C(=N)N)(F)F (trifluoroacetamidine). Run at time 5 minute. The product is FC(C=1N=CC2=C(N1)CNC2)(F)F (2-(Trifluoromethyl)-6,7-dihydro-5H-pyrrolo[3,4-d]pyrimidine). Reported procedure: To a solution of the product from Step A (500 mg) in anhydrous ethanol (25 mL) was added sodium ethoxide (2.33 mL, 21% in ethanol). After stirring for 5 min, trifluoroacetamidine (700 mg) was added and the resulting mixture was heated to reflux for 1 h. The reaction mixture was cooled to room temperature and diluted with ethyl acetate. The organic layer was washed sequentially with 5% aqueous citric acid solution and brine, dried over anhydrous sodium sulfate, filtered and concentrated to give a... The reactants are CN(CCOCC(=O)OC(C)(C)C)C(=O)c1c(-c2ccc(C(C)(C)C)cc2)n(C)n(-c2ccc(C#N)cc2)c1=O, CCO, O=S(=O)(O)O. The product is CCOC(=O)COCCN(C)C(=O)c1c(-c2ccc(C(C)(C)C)cc2)n(C)n(-c2ccc(C#N)cc2)c1=O. RXN SMILES: [C:1]([CH3:2])([CH3:3])([CH3:4])[O:5][C:6](=[O:7])[CH2:8][O:9][CH2:10][CH2:11][N:12]([C:13](=[O:14])[c:15]1[c:16](-[c:30]2[cH:31][cH:32][c:33]([C:36]([CH3:37])([CH3:38])[CH3:39])[cH:34][cH:35]2)[n:17]([CH3:29])[n:18](-[c:21]2[cH:22][cH:23][c:24]([C:27]#[N:28])[cH:25][cH:26]2)[c:19]1=[O:20])[CH3:40].[CH3:46][CH2:47][OH:48].[S:41](=[O:42])(=[O:43])([OH:44])[OH:45]>>[CH2:1]([CH3:2])[O:5][C:6](=[O:7])[CH2:8][O:9][CH2:10][CH2:11][N:12]([C:13](=[O:14])[c:15]1[c:16](-[c:30]2[cH:31][cH:32][c:33]([C:36]([CH3:37])([CH3:38])[CH3:39])[cH:34][cH:35]2)[n:17]([CH3:29])[n:18](-[c:21]2[cH:22][cH:23][c:24]([C:27]#[N:28])[cH:25][cH:26]2)[c:19]1=[O:20])[CH3:40]. Starting materials: [Na] (sodium), C(#N)CC(=O)OCC (ethyl cyanoacetate), C(C)(C)I (isopropyl iodide). The solvent is CO (methanol). Yields the product C(C)(C)C(C(=O)OC)C#N (methyl α-isopropylcyanoacetate). Yield: 79.4%. Reaction SMILES: [Na].[C:2]([CH2:4][C:5]([O:7][CH2:8]C)=[O:6])#[N:3].[CH:10](I)([CH3:12])[CH3:11]>CO>[CH:10]([CH:4]([C:2]#[N:3])[C:5]([O:7][CH3:8])=[O:6])([CH3:12])[CH3:11] |^1:0|. Procedure: In 20 ml of absolute methanol was dissolved 520 mg of metallic sodium, and 2.12 g of ethyl cyanoacetate was added thereto with stirring at room temperature, after which 4.0 g of isopropyl iodide was added dropwise over a period of 10 minutes. After completion of the dropwise addition, the resulting mixture was stirred at room temperature for 3 hours, refluxed for 1 hour, subjected to a conventional post-treatment, and then distilled under reduced pressure to obtain 2.1 g of methyl α-isopropylcya...